From a dataset of the Open Reaction Database (ORD), a public repository of structured organic reaction records. describe an organic reaction: reactants, conditions, products, and yield Starting materials: C[Si](C)(C)C=[N+]=[N-] (trimethylsilyldiazomethane), NC1=C(C(=O)O)C(=CC=C1)Cl (2-amino-6-chlorobenzoic acid), C1=CC=CC=C1 (benzene). The solvent is CO (methanol). Run at time 1 hour. Product: NC1=C(C(=O)OC)C(=CC=C1)Cl (methyl 2-amino-6-chlorobenzoate). Yield: 96.0%. As a reaction SMILES: [CH3:1][Si](C=[N+]=[N-])(C)C.[NH2:8][C:9]1[CH:17]=[CH:16][CH:15]=[C:14]([Cl:18])[C:10]=1[C:11]([OH:13])=[O:12].C1C=CC=CC=1>CO>[NH2:8][C:9]1[CH:17]=[CH:16][CH:15]=[C:14]([Cl:18])[C:10]=1[C:11]([O:13][CH3:1])=[O:12]. Procedure: To prepare this compound, trimethylsilyldiazomethane (2 M in hexanes, 1.5 equiv) was added to a solution of the 2-amino-6-chlorobenzoic acid (1 equiv) in 2:1 benzene:methanol (0.2-0.3 M) at room temperature. After 1 hour, the solvent was removed under reduced pressure to afford methyl 2-amino-6-chlorobenzoate in 96% yield. That product was used without further purification or was purified by flash chromatography (7:3 hexanes:ethyl acetate) in 91% yield. Starting materials: [Cl-].COC(C1=CC=C(C(=O)O)C=C1)=O (terphthalic acid monomethyl ester chloride), CNC1=CC=C(C(=O)OC)C=C1 (methyl 4-(methylamino)-benzoate), C([O-])([O-])=O.[K+].[K+] (potassium carbonate). Run in CC(=O)C (acetone). Reaction conditions: time 30 hour. Yields the product COC(C1=CC=C(C(=O)N(C)C2=CC=C(C=C2)C(=O)OC)C=C1)=O (N-(4-methoxycarbonyl-phenyl)-N-methyl-terephthalamic acid methyl ester). Reaction SMILES: [Cl-].[CH3:2][O:3][C:4](=[O:14])[C:5]1[CH:13]=[CH:12][C:8]([C:9]([OH:11])=O)=[CH:7][CH:6]=1.[CH3:15][NH:16][C:17]1[CH:26]=[CH:25][C:20]([C:21]([O:23][CH3:24])=[O:22])=[CH:19][CH:18]=1.C(=O)([O-])[O-].[K+].[K+]>CC(C)=O>[CH3:2][O:3][C:4](=[O:14])[C:5]1[CH:6]=[CH:7][C:8]([C:9]([N:16]([C:17]2[CH:18]=[CH:19][C:20]([C:21]([O:23][CH3:24])=[O:22])=[CH:25][CH:26]=2)[CH3:15])=[O:11])=[CH:12][CH:13]=1 |f:0.1,3.4.5|. Procedure: 0.995 g of terphthalic acid monomethyl ester chloride and 0.756 g of methyl 4-(methylamino)-benzoate were dissolved in 25 ml of acetone and treated with 0.691 g of anhydrous potassium carbonate. The reaction mixture was stirred at room temperature for 30 hours and was evaporated. The residue was treated with water and the crystals were filtered off yielding N-(4-methoxycarbonyl-phenyl)-N-methyl-terephthalamic acid methyl ester in the form of colourless crystals, MS: m/z 327 (M+). Starting materials: FC1=C(CN2C(=NC3=C2C=CC=C3OC)C3=C(C=CC=C3F)F)C(=CC=C1)F (1-(2,6-difluorobenzyl)-2-(2,6-difluorophenyl)-4-methoxylbenzimidazole), Br (HBr). The reagents and catalysts are [Br-].C(CCCCCCCCCCCCCCC)[N+](C)(C)C (hexadecyltrimethylammonium bromide). Solvent: C(C)(=O)O (acetic acid). Yields the product FC1=C(CN2C(=NC3=C2C=CC=C3O)C3=C(C=CC=C3F)F)C(=CC=C1)F (1-(2,6-Difluorobenzyl)-2-(2,6-difluorophenyl)-4-hydroxylbenzimidazole). The yield is 85.9%. As a reaction SMILES: [F:1][C:2]1[CH:27]=[CH:26][CH:25]=[C:24]([F:28])[C:3]=1[CH2:4][N:5]1[C:9]2[CH:10]=[CH:11][CH:12]=[C:13]([O:14]C)[C:8]=2[N:7]=[C:6]1[C:16]1[C:21]([F:22])=[CH:20][CH:19]=[CH:18][C:17]=1[F:23].Br>[Br-].C([N+](C)(C)C)CCCCCCCCCCCCCCC.C(O)(=O)C>[F:1][C:2]1[CH:27]=[CH:26][CH:25]=[C:24]([F:28])[C:3]=1[CH2:4][N:5]1[C:9]2[CH:10]=[CH:11][CH:12]=[C:13]([OH:14])[C:8]=2[N:7]=[C:6]1[C:16]1[C:17]([F:23])=[CH:18][CH:19]=[CH:20][C:21]=1[F:22] |f:2.3|. Reported procedure: To 1-(2,6-difluorobenzyl)-2-(2,6-difluorophenyl)-4-methoxylbenzimidazole (Example 46) (0.30 g, 0.78 mmol) and hexadecyltrimethylammonium bromide (0.30 g) dissolved in acetic acid (9.0 mL) was added HBr (1.0 mL). After refluxing for 7 h, the reaction was concentrated. The residue was then diluted with EtOAc, and washed with NaHCO3 (sat. aq) and NaCl (sat. aq). The combined washing were dried (Na2SO4), filtered, and concentrated. The crude product was purified by flash chromatography eluting with ...